Dataset: the Open Reaction Database (ORD), a public repository of structured organic reaction records. Task: describe an organic reaction: reactants, conditions, products, and yield The solvent is CC(=O)C (acetone), CC(=O)C (acetone), CC(OCC)=O (EA), O (Water). The product is CC1(OCCO1)C=1SC=C(N1)CN1N=C(C=C1)[N+](=O)[O-] (2-(2-Methyl-[1,3]dioxolan-2-yl)-4-(3-nitro-pyrazol-1-ylmethyl)-thiazole). The reactants are N#N (N2), C(=O)([O-])[O-].[K+].[K+] (K2CO3), ClCC=1N=C(SC1)C1(OCCO1)C (4-chloromethyl-2-(2-methyl-[1,3]dioxolan-2-yl)-thiazole), [N+](=O)([O-])C1=CC=NN1 (5-nitro-1H-pyrazole), [Br-] (bromide). Reported procedure: In a flame dried round-bottomed flask equipped with a magnetic stir bar and under inert atmosphere (N2), a solution of 4-chloromethyl-2-(2-methyl-[1,3]dioxolan-2-yl)-thiazole (174 mg, 0.79 mmol) in acetone (2.0 mL) was added to a solution of 5-nitro-1H-pyrazole (90 mg, 0.79 mmol) in acetone (2.0 mL). K2CO3 (330 mg, 2.38 mmol) followed by TBA bromide (51 mg, 0.16 mmol) were added and the reaction mixture was stirred at rt overnight. Water (10 mL) and EA (10 mL) were added. The aq. layer was extra... RXN SMILES: N#N.Cl[CH2:4][C:5]1[N:6]=[C:7]([C:10]2([CH3:15])[O:14][CH2:13][CH2:12][O:11]2)[S:8][CH:9]=1.[N+:16]([C:19]1[NH:23][N:22]=[CH:21][CH:20]=1)([O-:18])=[O:17].C([O-])([O-])=O.[K+].[K+].[Br-]>CC(C)=O.CC(=O)OCC.O>[CH3:15][C:10]1([C:7]2[S:8][CH:9]=[C:5]([CH2:4][N:22]3[CH:21]=[CH:20][C:19]([N+:16]([O-:18])=[O:17])=[N:23]3)[N:6]=2)[O:14][CH2:13][CH2:12][O:11]1 |f:3.4.5|. Conditions: time 8 hour. Starting materials: CC1(CCCCC1)COC1=CC=C(CP(OCC)(OCC)=O)C=C1 (diethyl 4-[((1methyl)cyclohexyl)methoxy]benzylphosphonate). The solvent is Cl (hydrochloric acid). Yields the product CC1(CCCCC1)COC1=CC=C(CP(O)(O)=O)C=C1 (4-[((1-methyl)cyclohexyl)methoxy]benzylphosphonic acid). Isolated yield 67.0%. As a reaction SMILES: [CH3:1][C:2]1([CH2:8][O:9][C:10]2[CH:24]=[CH:23][C:13]([CH2:14][P:15](=[O:22])([O:19]CC)[O:16]CC)=[CH:12][CH:11]=2)[CH2:7][CH2:6][CH2:5][CH2:4][CH2:3]1>Cl>[CH3:1][C:2]1([CH2:8][O:9][C:10]2[CH:11]=[CH:12][C:13]([CH2:14][P:15](=[O:16])([OH:22])[OH:19])=[CH:23][CH:24]=2)[CH2:3][CH2:4][CH2:5][CH2:6][CH2:7]1. Reported procedure: A solution 0.7 g (2.0 mmol) of diethyl 4-[((1methyl)cyclohexyl)methoxy]benzylphosphonate and 10 ml of concentrated hydrochloric acid was refluxed for 24 hours. The reaction was cooled to room temperature, filtered and the solids were washed with water. The solids were recrystallized from EtOAc/cyclohexane to give 0.4 g of the product; m.p. 170°-172° C.